This data is from the Open Reaction Database (ORD), a public repository of structured organic reaction records. The task is: describe an organic reaction: reactants, conditions, products, and yield Reactants: C1(=CC=CC=C1)P(C1=CC=CC=C1)C1=CC=CC=C1 (triphenylphosphine), O=CCC1CCN(CC1)C(=O)OC(C)(C)C (tert-butyl 4-(2-oxoethyl)piperidine-1-carboxylate), O (Water), C(Br)(Br)(Br)Br (Carbon tetrabromide). Run in ClCCl (dichloromethane), ClCCl (dichloromethane), ClCCl (dichloromethane). Conditions: temperature 0 celsius, time 10 minute. Product: BrC(=CCC1CCN(CC1)C(=O)OC(C)(C)C)Br (tert-butyl 4-(3,3-dibromoprop-2-en-1-yl)piperidine-1-carboxylate). RXN SMILES: [C:1]([Br:5])(Br)(Br)[Br:2].C1(P(C2C=CC=CC=2)C2C=CC=CC=2)C=CC=CC=1.O=[CH:26][CH2:27][CH:28]1[CH2:33][CH2:32][N:31]([C:34]([O:36][C:37]([CH3:40])([CH3:39])[CH3:38])=[O:35])[CH2:30][CH2:29]1.O>ClCCl>[Br:2][C:1]([Br:5])=[CH:26][CH2:27][CH:28]1[CH2:29][CH2:30][N:31]([C:34]([O:36][C:37]([CH3:38])([CH3:40])[CH3:39])=[O:35])[CH2:32][CH2:33]1. Procedure details: Carbon tetrabromide (46.7 g, 141 mmol) was dissolved in 200 mL dichloromethane. The solution was cooled in an ice-water bath and triphenylphosphine (73.9 g, 282 mmol) in 200 mL dichloromethane was introduced via an addition funnel over 20 min. The reaction mixture was stirred at 0° C. for 10 min and a solution of tert-butyl 4-(2-oxoethyl)piperidine-1-carboxylate (16 g, 70.4 mmol) in 100 mL dichloromethane was added via an addition funnel. The solution was stirred at 0° C. for 1 hour. Water (250 ...